Dataset: the Open Reaction Database (ORD), a public repository of structured organic reaction records. Task: describe an organic reaction: reactants, conditions, products, and yield Starting materials: CCOc1cc(C(C)(C)C)ncc1C1=NC(C)(c2ccc(Cl)cc2)C(C)(c2ccc(Cl)cc2)N1C(=O)NC1CCN(C(=O)OC(C)(C)C)CC1, O=C([O-])[O-], CN(C)C=O, CCOC(C)=O, NC(=O)CI, [K+], [K+]. Product: CCOc1cc(C(C)(C)C)ncc1C1=NC(C)(c2ccc(Cl)cc2)C(C)(c2ccc(Cl)cc2)N1C(=O)NC1CCN(CC(N)=O)CC1. RXN SMILES: [C:1]([O:2][C:3](=[O:4])[N:8]1[CH2:9][CH2:10][CH:11]([NH:14][C:15](=[O:16])[N:17]2[C:18]([c:38]3[cH:39][n:40][c:41]([C:47]([CH3:48])([CH3:49])[CH3:50])[cH:42][c:43]3[O:44][CH2:45][CH3:46])=[N:19][C:20]([CH3:30])([c:31]3[cH:32][cH:33][c:34]([Cl:37])[cH:35][cH:36]3)[C:21]2([CH3:22])[c:23]2[cH:24][cH:25][c:26]([Cl:29])[cH:27][cH:28]2)[CH2:12][CH2:13]1)([CH3:5])([CH3:6])[CH3:7].[C:51](=[O:52])([O-:53])[O-:54].[CH3:62][N:63]([CH3:64])[CH:65]=[O:66].[CH3:67][CH2:68][O:69][C:70](=[O:71])[CH3:72].[I:57][CH2:58][C:59](=[O:60])[NH2:61].[K+:55].[K+:56]>>[N:8]1([CH2:58][C:59](=[O:60])[NH2:61])[CH2:9][CH2:10][CH:11]([NH:14][C:15](=[O:16])[N:17]2[C:18]([c:38]3[cH:39][n:40][c:41]([C:47]([CH3:48])([CH3:49])[CH3:50])[cH:42][c:43]3[O:44][CH2:45][CH3:46])=[N:19][C:20]([CH3:30])([c:31]3[cH:32][cH:33][c:34]([Cl:37])[cH:35][cH:36]3)[C:21]2([CH3:22])[c:23]2[cH:24][cH:25][c:26]([Cl:29])[cH:27][cH:28]2)[CH2:12][CH2:13]1.